From a dataset of the Open Reaction Database (ORD), a public repository of structured organic reaction records. describe an organic reaction: reactants, conditions, products, and yield The product is C1(=C(C=CC=C1)CN1C(=CC2=C(C=CC=C12)O)C1CC1)C1=CC=CC=C1 (1-([1,1′-biphenyl]-2-ylmethyl)-2-cyclopropyl-4-hydroxy-1H-indole). Reaction SMILES: [C:1]1([C:22]2[CH:27]=[CH:26][CH:25]=[CH:24][CH:23]=2)[CH:6]=[CH:5][CH:4]=[CH:3][C:2]=1[CH2:7][N:8]1[C:16]2[C:11](=[C:12]([O:17]C)[CH:13]=[CH:14][CH:15]=2)[CH:10]=[C:9]1[CH:19]1[CH2:21][CH2:20]1.B(Br)(Br)Br.C(Cl)Cl>>[C:1]1([C:22]2[CH:27]=[CH:26][CH:25]=[CH:24][CH:23]=2)[CH:6]=[CH:5][CH:4]=[CH:3][C:2]=1[CH2:7][N:8]1[C:16]2[C:11](=[C:12]([OH:17])[CH:13]=[CH:14][CH:15]=2)[CH:10]=[C:9]1[CH:19]1[CH2:21][CH2:20]1 |f:1.2|. Isolated yield 29.2%. The reactants are C1(=C(C=CC=C1)CN1C(=CC2=C(C=CC=C12)OC)C1CC1)C1=CC=CC=C1 (1-([1,1′-biphenyl]-2-ylmethyl)-2-cyclopropyl-4-methoxyl-1H-indole), B(Br)(Br)Br.C(Cl)Cl (BBr3 CH2Cl2). Procedure: By the method used in Example 1, Part D, 1.25 g (3.7 mmol) of 1-([1,1′-biphenyl]-2-ylmethyl)-2-cyclopropyl-4-methoxyl-1H-indole was O-demethylated by treating it with 15 mL of 1M BBr3/CH2Cl2. The crude product was chromatographed on silica gel and eluted with 20% EtOAc/hexane to give 367 mg (29% yield) of 1-([1,1′-biphenyl]-2-ylmethyl)-2-cyclopropyl-4-hydroxy-1H-indole as an oil. Starting materials: [Li]CCCC (n-BuLi), ClC=1C=C(C2=C(CCO2)C1)C(CC1(OC1)C(F)(F)F)(C)C (5-chloro-7-[1,1-dimethyl-2-(2-trifluoromethyloxiranyl)ethyl]-2,3-dihydrobenzofuran), S1C=CC=2C=NC=CC21 (thieno[3,2-c]pyridine), Heterocyclic. The solvent is C1CCOC1 (THF), C1CCOC1 (THF). Conditions: time 30 minute. The product is ethyl acetate-hexanes, ClC=1C=C(C2=C(CCO2)C1)C(CC(C(F)(F)F)(O)CC1=CC=2C=NC=CC2S1)(C)C (4-(5-Chloro-2,3-dihydrobenzofuran-7-yl)-1,1,1-trifluoro-4-methyl-2-thieno[3,2-c]pyridin-2-ylmethylpentan-2-ol). Isolated yield 13.0%. As a reaction SMILES: [S:1]1[C:9]2[CH:8]=[CH:7][N:6]=[CH:5][C:4]=2[CH:3]=[CH:2]1.[Li]CCCC.[Cl:15][C:16]1[CH:17]=[C:18]([C:25]([CH3:35])([CH3:34])[CH2:26][C:27]2([C:30]([F:33])([F:32])[F:31])[CH2:29][O:28]2)[C:19]2[O:23][CH2:22][CH2:21][C:20]=2[CH:24]=1>C1COCC1>[Cl:15][C:16]1[CH:17]=[C:18]([C:25]([CH3:35])([CH3:34])[CH2:26][C:27]([CH2:29][C:2]2[S:1][C:9]3[CH:8]=[CH:7][N:6]=[CH:5][C:4]=3[CH:3]=2)([OH:28])[C:30]([F:31])([F:32])[F:33])[C:19]2[O:23][CH2:22][CH2:21][C:20]=2[CH:24]=1. Procedure details: A solution of thieno[3,2-c]pyridine (prepared according to the procedure by J. H. Wikel, M. L. Denney, and R. T. J. Vasileff, Heterocyclic Chem. 1993, 30, pp. 289-290) (152 mg, 1.12 mmol) in 2 mL of THF was treated with 450 μL of n-BuLi (2.5 M in hexanes) in a dropwise manner at −78° C. The resulting dark reaction mixture was stirred for 30 minutes and treated with a solution of 5-chloro-7-[1,1-dimethyl-2-(2-trifluoromethyloxiranyl)ethyl]-2,3-dihydrobenzofuran (180 mg, 0.561 mmol) in 0.5 mL of T... Starting materials: OC(C(=O)C1=CC=CC=C1)C (hydroxypropiophenone), ClCC(C)=O (chloroacetone), [OH-].[K+] (potassium hydroxide). The solvent is C(C)O (ethanol). Product: C(C)(=O)C=1OC2=C(C1CC)C=CC=C2 (2-acetyl-3-ethylbenzofuran). Isolated yield 80.0%. As a reaction SMILES: O[CH:2]([CH3:11])[C:3]([C:5]1[CH:10]=[CH:9][CH:8]=[CH:7][CH:6]=1)=O.Cl[CH2:13][C:14](=[O:16])[CH3:15].[OH-:17].[K+]>C(O)C>[C:14]([C:13]1[O:17][C:6]2[CH:7]=[CH:8][CH:9]=[CH:10][C:5]=2[C:3]=1[CH2:2][CH3:11])(=[O:16])[CH3:15] |f:2.3|. Procedure details: Reaction of hydroxypropiophenone (II) with chloroacetone (III) using potassium hydroxide in ethanol gives, by Stroemer-Schaefer condensation, 2-acetyl-3-ethylbenzofuran (IVj, R1 -R4 =H, R5 =C2H5, R6 =CH3) in a yield of about 80% (Belgian Patent Specification 553 621; (Chem. Abs. 5, 22016)). Starting materials: COC(=O)Oc1ccc(F)cc1Cl, O, O=[N+]([O-])O, O=S(=O)(O)O. The product is COC(=O)Oc1cc([N+](=O)[O-])c(F)cc1Cl. As a reaction SMILES: [C:1]([O:2][c:3]1[c:4]([Cl:10])[cH:5][c:6]([F:9])[cH:7][cH:8]1)([O:11][CH3:12])=[O:13].[OH2:18].[OH:14][N+:15]([O-:16])=[O:17].[S:19](=[O:20])(=[O:21])([OH:22])[OH:23]>>[C:1]([O:2][c:3]1[c:4]([Cl:10])[cH:5][c:6]([F:9])[c:7]([N+:15](=[O:14])[O-:16])[cH:8]1)([O:11][CH3:12])=[O:13]. The reactants are [Sn] (tin), [Sn](=O)=O (tin dioxide), [Sn](=O)=O (tin dioxide), [O-2].[In+3].[O-2].[O-2].[In+3] (indium oxide). Product: O.[O-2].[In+3].[O-2].[O-2].[In+3] (indium oxide hydrate), [Sn](=O)=O (tin dioxide). As a reaction SMILES: [Sn:1](=[O:3])=[O:2].[O-2:4].[In+3:5].[O-2].[O-2].[In+3].[Sn]>>[OH2:2].[O-2:4].[In+3:5].[O-2:2].[O-2:2].[In+3:5].[Sn:1](=[O:3])=[O:2] |f:1.2.3.4.5,7.8.9.10.11.12,^3:8|. Procedure details: The improved white conductive powder comprises white inorganic pigment particles the surfaces of which are coated with an electrically conductive layer of a dual structure consisting of a lower tin dioxide sub-layer and an upper tin dioxide-containing indium oxide sub-layer. To produce the powder, the hydration product of tin is deposited uniformly on the surfaces of white inorganic particles and, subsequently, an overcoat of indium oxide hydrate containing 0.1-20 wt % of tin dioxide is formed, ... The reactants are O (water), CC1(C(NC(N1)=O)=O)C1=NC=C(C=C1)OC(C)C (5-Methyl-5-[5-(1-methylethoxy)pyridin-2-yl]imidazolidine-2,4-dione), C(C1=CC=CC=C1)OC(C(F)(F)F)(C(F)(F)F)C1=CC(=C(C=C1)N1CCN(CC1)C(CBr)=O)C=CC (1-(4-{4-[2-(benzyloxy)-1,1,1,3,3,3-hexafluoropropan-2-yl]-2-(prop-1-en-1-yl)phenyl}piperazin-1-yl)-2-bromoethanone), C([O-])([O-])=O.[K+].[K+] (potassium carbonate). Solvent: CN(C=O)C (N,N-dimethylformamide). Run at time 5 minute. Product: C(C1=CC=CC=C1)OC(C(F)(F)F)(C(F)(F)F)C1=CC(=C(C=C1)N1CCN(CC1)C(CN1C(NC(C1=O)(C)C1=NC=C(C=C1)OC(C)C)=O)=O)\C=C/C ((Z)-3-[2-(4-{4-[2-(benzyloxy)-1,1,1,3,3,3-hexafluoropropan-2-yl]-2-(prop-1-en-1-yl)phenyl}piperazin-1-yl)-2-oxoethyl]-5-[5-(1-methylethoxy)pyridin-2-yl]-5-methylimidazolidine-2,4-dione). The yield is 80.9%. RXN SMILES: [CH3:1][C:2]1([C:9]2[CH:14]=[CH:13][C:12]([O:15][CH:16]([CH3:18])[CH3:17])=[CH:11][N:10]=2)[NH:6][C:5](=[O:7])[NH:4][C:3]1=[O:8].C(=O)([O-])[O-].[K+].[K+].[CH2:25]([O:32][C:33]([C:42]1[CH:47]=[CH:46][C:45]([N:48]2[CH2:53][CH2:52][N:51]([C:54](=[O:57])[CH2:55]Br)[CH2:50][CH2:49]2)=[C:44]([CH:58]=[CH:59][CH3:60])[CH:43]=1)([C:38]([F:41])([F:40])[F:39])[C:34]([F:37])([F:36])[F:35])[C:26]1[CH:31]=[CH:30][CH:29]=[CH:28][CH:27]=1.O>CN(C)C=O>[CH2:25]([O:32][C:33]([C:42]1[CH:47]=[CH:46][C:45]([N:48]2[CH2:53][CH2:52][N:51]([C:54](=[O:57])[CH2:55][N:4]3[C:3](=[O:8])[C:2]([C:9]4[CH:14]=[CH:13][C:12]([O:15][CH:16]([CH3:18])[CH3:17])=[CH:11][N:10]=4)([CH3:1])[NH:6][C:5]3=[O:7])[CH2:50][CH2:49]2)=[C:44](/[CH:58]=[CH:59]\[CH3:60])[CH:43]=1)([C:34]([F:35])([F:36])[F:37])[C:38]([F:39])([F:40])[F:41])[C:26]1[CH:31]=[CH:30][CH:29]=[CH:28][CH:27]=1 |f:1.2.3|. Reported procedure: 5-Methyl-5-[5-(1-methylethoxy)pyridin-2-yl]imidazolidine-2,4-dione (7.7 mg, 0.0309 mmol) was dissolved in N,N-dimethylformamide (2.8 mL), added potassium carbonate (9.3 mg, 0.0674 mmol) under ice-cold conditions, and the mixture was stirred at room temperature for 5 minutes. Then, under ice-cold conditions, 1-(4-{4-[2-(benzyloxy)-1,1,1,3,3,3-hexafluoropropan-2-yl]-2-(prop-1-en-1-yl)phenyl}piperazin-1-yl)-2-bromoethanone (16 mg, 0.0281 mmol) was added, and stirred at room temperature overnight. T... Starting materials: CCNCC, CCO, N#Cc1cc([N+](=O)[O-])ccc1Cl. Yields the product CCN(CC)c1ccc([N+](=O)[O-])cc1C#N. Reaction SMILES: [CH2:13]([CH3:14])[NH:15][CH2:16][CH3:17].[CH3:18][CH2:19][OH:20].[Cl:1][c:2]1[c:3]([C:4]#[N:5])[cH:6][c:7]([N+:10](=[O:11])[O-:12])[cH:8][cH:9]1>>[c:2]1([N:15]([CH2:13][CH3:14])[CH2:16][CH3:17])[c:3]([C:4]#[N:5])[cH:6][c:7]([N+:10](=[O:11])[O-:12])[cH:8][cH:9]1. Reactants: COC1=CC2=C(C=C1C)C1(C(NC3=CC=CC=C13)=O)CO2 (6-methoxy-5-methylspiro[1-benzofuran-3,3′-indol]-2′(1′H)-one), BrCC1OCCCC1 (2-(bromomethyl)tetrahydro-2H-pyran), 5,6-dihydrospiro[benzo[1,2-b:5,4-b′]difuran-3,3′-indol]-2″(1′H)-one, Br.BrCC1=NC=CC=C1 (2-(bromomethyl)pyridine hydrobromide). Yields the product COC1=CC2=C(C=C1C)C1(C(N(C3=CC=CC=C13)CC1=NC=CC=C1)=O)CO2 (6-methoxy-5-methyl-1′-(pyridin-2-ylmethyl)spiro[1-benzofuran-3,3′-indol]-2′(1′H)-one). Procedure details: Following the procedure as described in EXAMPLE 4 and making non-critical variations using 6-methoxy-5-methylspiro[1-benzofuran-3,3′-indol]-2′(1′H)-one to replace 5,6-dihydrospiro[benzo[1,2-b:5,4-b′]difuran-3,3′-indol]-2″(1′H)-one, and 2-(bromomethyl)pyridine hydrobromide to replace 2-(bromomethyl)tetrahydro-2H-pyran, 6-methoxy-5-methyl-1′-(pyridin-2-ylmethyl)spiro[1-benzofuran-3,3′-indol]-2′(1′H)-one was obtained (82%) as a colorless solid: mp 142-144° C.; 1H NMR (300 MHz, CDCl3) δ 8.56 (d, J=4... RXN SMILES: [CH3:1][O:2][C:3]1[C:8]([CH3:9])=[CH:7][C:6]2[C:10]3([CH2:20][O:21][C:5]=2[CH:4]=1)[C:18]1[C:13](=[CH:14][CH:15]=[CH:16][CH:17]=1)[NH:12][C:11]3=[O:19].Br.Br[CH2:24][C:25]1[CH:30]=[CH:29][CH:28]=[CH:27][N:26]=1.BrCC1CCCCO1>>[CH3:1][O:2][C:3]1[C:8]([CH3:9])=[CH:7][C:6]2[C:10]3([CH2:20][O:21][C:5]=2[CH:4]=1)[C:18]1[C:13](=[CH:14][CH:15]=[CH:16][CH:17]=1)[N:12]([CH2:24][C:25]1[CH:30]=[CH:29][CH:28]=[CH:27][N:26]=1)[C:11]3=[O:19] |f:1.2|. Reactants: Clc1ccc2nc(-c3ccco3)cn2n1, CC(C)(O)c1cc(F)c(-c2cc(C(N)=O)c(N)s2)c(F)c1. Product: CC(C)(O)c1cc(F)c(-c2cc(C(N)=O)c(Nc3ccc4nc(-c5ccco5)cn4n3)s2)c(F)c1. As a reaction SMILES: [Cl:1][c:2]1[cH:3][cH:4][c:5]2[n:6]([n:7]1)[cH:8][c:9](-[c:11]1[o:12][cH:13][cH:14][cH:15]1)[n:10]2.[NH2:16][c:17]1[s:18][c:19](-[c:25]2[c:26]([F:36])[cH:27][c:28]([C:32]([CH3:33])([CH3:34])[OH:35])[cH:29][c:30]2[F:31])[cH:20][c:21]1[C:22](=[O:23])[NH2:24]>>[c:2]1([NH:16][c:17]2[s:18][c:19](-[c:25]3[c:26]([F:36])[cH:27][c:28]([C:32]([CH3:33])([CH3:34])[OH:35])[cH:29][c:30]3[F:31])[cH:20][c:21]2[C:22](=[O:23])[NH2:24])[cH:3][cH:4][c:5]2[n:6]([n:7]1)[cH:8][c:9](-[c:11]1[o:12][cH:13][cH:14][cH:15]1)[n:10]2. Starting materials: COCC(=O)Cl, CCN(C(C)C)C(C)C, NCC1CCC(Nc2nc3c(s2)CCCc2ccc(F)cc2-3)CC1, O, c1ccncc1. The product is COCC(=O)NCC1CCC(Nc2nc3c(s2)CCCc2ccc(F)cc2-3)CC1. RXN SMILES: [CH3:25][O:26][CH2:27][C:28](=[O:29])[Cl:30].[CH:38]([N:39]([CH:40]([CH3:41])[CH3:42])[CH2:43][CH3:44])([CH3:45])[CH3:46].[NH2:1][CH2:2][CH:3]1[CH2:4][CH2:5][CH:6]([NH:9][c:10]2[s:11][c:12]3[c:13]([n:14]2)-[c:15]2[c:16]([cH:20][cH:21][c:22]([F:24])[cH:23]2)[CH2:17][CH2:18][CH2:19]3)[CH2:7][CH2:8]1.[OH2:31].[cH:32]1[cH:33][cH:34][n:35][cH:36][cH:37]1>>[NH:1]([CH2:2][CH:3]1[CH2:4][CH2:5][CH:6]([NH:9][c:10]2[s:11][c:12]3[c:13]([n:14]2)-[c:15]2[c:16]([cH:20][cH:21][c:22]([F:24])[cH:23]2)[CH2:17][CH2:18][CH2:19]3)[CH2:7][CH2:8]1)[C:28]([CH2:27][O:26][CH3:25])=[O:29].